Dataset: the Open Reaction Database (ORD), a public repository of structured organic reaction records. Task: describe an organic reaction: reactants, conditions, products, and yield Procedure details: Following the general procedure of EXAMPLE 20 and making non-critical variations but starting with 1-benzyl-4-[N-methyl-N-(3-(2-methyl-1-propenyl)-2-pyridinyl)amino]piperidine (XXII, EXAMPLE 16, 0.27 g, 0.80 mmol), Pearlman's catalyst (0.1 g), CDI (0.26 g, 1.6 mmol) and pyrrole-2-carboxylic acid (0.18 g, 1.6 mmol), the title compound is obtained, HRMS Calcd. for C20H28N4O=340.2263, found=340.2277. Reactants: C(C1=CC=CC=C1)N1CCC(CC1)N(C1=NC=CC=C1C=C(C)C)CC (1-Benzyl-4-[N-ethyl-N-(3-(2-methyl-1-propenyl)-2-pyridinyl)amino]piperidine), C1=CN(C=N1)C(=O)N2C=CN=C2 (CDI), N1C(=CC=C1)C(=O)O (pyrrole-2-carboxylic acid). Product: N1C(=CC=C1)C(=O)N1CCC(CC1)N(C1=NC=CC=C1CC(C)C)C (1-[Pyrrole-2-carbonyl]-4-[N-methyl-N-(3-(2-methylpropyl)-2-pyridinyl)amino]piperidine). Reaction SMILES: C([N:8]1[CH2:13][CH2:12][CH:11]([N:14]([CH2:25]C)[C:15]2[C:20]([CH:21]=[C:22]([CH3:24])[CH3:23])=[CH:19][CH:18]=[CH:17][N:16]=2)[CH2:10][CH2:9]1)C1C=CC=CC=1.C1N=CN(C(N2C=NC=C2)=O)C=1.[NH:39]1[CH:43]=[CH:42][CH:41]=[C:40]1[C:44]([OH:46])=O>[OH-].[OH-].[Pd+2]>[NH:39]1[CH:43]=[CH:42][CH:41]=[C:40]1[C:44]([N:8]1[CH2:13][CH2:12][CH:11]([N:14]([CH3:25])[C:15]2[C:20]([CH2:21][CH:22]([CH3:23])[CH3:24])=[CH:19][CH:18]=[CH:17][N:16]=2)[CH2:10][CH2:9]1)=[O:46] |f:3.4.5|. The reagents and catalysts are [OH-].[OH-].[Pd+2] (Pearlman's catalyst). Reactants: NC=1C(=CC=CC1C)C (2,6-xylidine), BrCC(C)O (1-bromo-2-propanol), [OH-].[Na+] (sodium hydroxide). Run in C1(=CC=CC=C1)C (toluene). Yields the product OC(CNC=1C(=CC=CC1C)C)C (N-(2'-hydroxypropyl)-2,6-xylidine). Reaction SMILES: [NH2:1][C:2]1[C:3]([CH3:9])=[CH:4][CH:5]=[CH:6][C:7]=1[CH3:8].Br[CH2:11][CH:12]([OH:14])[CH3:13].[OH-].[Na+]>C1(C)C=CC=CC=1>[OH:14][CH:12]([CH3:13])[CH2:11][NH:1][C:2]1[C:7]([CH3:8])=[CH:6][CH:5]=[CH:4][C:3]=1[CH3:9] |f:2.3|. Reported procedure: A solution consisting of 121 g (1.0 mole), of 2,6-xylidine, 70 g (0.5 mole) 1-bromo-2-propanol and 100 ml of absolute toluene is heated under reflux for 24 hours. After cooling 300 ml 2 N sodium hydroxide are added. The organic layer is separated, washed with water until neutral, dried over sodium sulfate and evaporated in vacuo. The crude product is fractionally distilled to yield 59.6 g of N-(2'-hydroxypropyl)-2,6-xylidine, b.p. 81°-83°/0.1 Torr. Starting materials: CN1CCCC1=O, CC(=O)O, CCOC(C)=O, O=c1[nH]ncn1-c1ccc(OCC(F)(F)C(F)F)cc1, CC(OS(=O)(=O)C(F)(F)F)C(=O)c1ccc(F)cc1F, [H-], [Na+], C1CCOC1. Yields the product CC(C(=O)c1ccc(F)cc1F)n1ncn(-c2ccc(OCC(F)(F)C(F)F)cc2)c1=O. Reaction SMILES: [CH3:41][N:42]1[CH2:43][CH2:44][CH2:45][C:46]1=[O:47].[CH3:55][C:56](=[O:57])[OH:58].[CH3:59][CH2:60][O:61][C:62](=[O:63])[CH3:64].[F:1][C:2]([CH2:3][O:4][c:5]1[cH:6][cH:7][c:8](-[n:11]2[c:12](=[O:16])[nH:13][n:14][cH:15]2)[cH:9][cH:10]1)([CH:17]([F:18])[F:19])[F:20].[F:21][c:22]1[c:23]([C:29]([CH:30]([CH3:31])[O:32][S:33]([C:34]([F:35])([F:36])[F:37])(=[O:38])=[O:39])=[O:40])[cH:24][cH:25][c:26]([F:28])[cH:27]1.[H-:48].[Na+:49].[O:50]1[CH2:51][CH2:52][CH2:53][CH2:54]1>>[F:1][C:2]([CH2:3][O:4][c:5]1[cH:6][cH:7][c:8](-[n:11]2[c:12](=[O:16])[n:13]([CH:30]([C:29]([c:23]3[c:22]([F:21])[cH:27][c:26]([F:28])[cH:25][cH:24]3)=[O:40])[CH3:31])[n:14][cH:15]2)[cH:9][cH:10]1)([CH:17]([F:18])[F:19])[F:20]. The reactants are ClC=1C=C2C(=NC1)N(C=C2C2=NC=C(C(=N2)N[C@@H]2CNCCC2)F)S(=O)(=O)C2=CC=C(C=C2)C (2-[5-chloro-1-(p-tolylsulfonyl)pyrrolo[5,4-b]pyridin-3-yl]-5-fluoro-N-[(3S)-3-piperidyl]pyrimidin-4-amine), ClC=1C=C2C(=NC1)N(C=C2C2=NC=C(C(=N2)N[C@@H]2CNCCC2)F)S(=O)(=O)C2=CC=C(C)C=C2 ((S)-2-(5-chloro-1-tosyl-1H-pyrrolo[2,3-b]pyridin-3-yl)-5-fluoro-N-(piperidin-3-yl)pyrimidin-4-amine), C(C)(C)(C)OC(CBr)=O (tert-butylbromoacetate), C(=O)([O-])[O-].[Na+].[Na+] (Na2CO3). Run in CN(C)C=O (DMF), [Na+].[Cl-] (NaCl). Run at time 6 hour. The product is ClC=1C=C2C(=NC1)N(C=C2C2=NC=C(C(=N2)N[C@@H]2CN(CCC2)C(=O)OC(C)(C)C)F)S(=O)(=O)C2=CC=C(C)C=C2 ((S)-tert-butyl 3-(2-(5-chloro-1-tosyl-1H-pyrrolo[2,3-b]pyridin-3-yl)-5-fluoropyrimidin-4-ylamino)piperidine-1-carboxylate). RXN SMILES: [Cl:1][C:2]1[CH:3]=[C:4]2[C:10]([C:11]3[N:16]=[C:15]([NH:17][C@H:18]4[CH2:23][CH2:22][CH2:21][NH:20][CH2:19]4)[C:14]([F:24])=[CH:13][N:12]=3)=[CH:9][N:8]([S:25]([C:28]3[CH:33]=[CH:32][C:31]([CH3:34])=[CH:30][CH:29]=3)(=[O:27])=[O:26])[C:5]2=[N:6][CH:7]=1.[C:35]([O:39][C:40](=[O:43])CBr)([CH3:38])([CH3:37])[CH3:36].C([O-])([O-])=O.[Na+].[Na+]>CN(C=O)C.[Na+].[Cl-]>[Cl:1][C:2]1[CH:3]=[C:4]2[C:10]([C:11]3[N:16]=[C:15]([NH:17][C@H:18]4[CH2:23][CH2:22][CH2:21][N:20]([C:40]([O:39][C:35]([CH3:38])([CH3:37])[CH3:36])=[O:43])[CH2:19]4)[C:14]([F:24])=[CH:13][N:12]=3)=[CH:9][N:8]([S:25]([C:28]3[CH:33]=[CH:32][C:31]([CH3:34])=[CH:30][CH:29]=3)(=[O:27])=[O:26])[C:5]2=[N:6][CH:7]=1 |f:2.3.4,6.7|. Procedure details: To a solution of 2-[5-chloro-1-(p-tolylsulfonyl)pyrrolo[5,4-b]pyridin-3-yl]-5-fluoro-N-[(3S)-3-piperidyl]pyrimidin-4-amine, 1c, (0.25 g, 0.50 mmol) in DMF was added tert-butylbromoacetate (0.08 mL, 0.55 mmol) and Na2CO3 (0.11 g, 0.99 mmol). The reaction mixture was stirred at room temperature for 6 h. The resulting thick white precipitate was diluted with aqueous saturated NaCl solution and washed with water. The white solid was dissolved in CH2Cl2 and the solution was dried (MgSO4), filtered an... Starting materials: BrC1=NC(=CC=C1)CF (2-bromo-6-(fluoromethyl)-pyridine), C(CC#C)C1=NC2=CC=CC=C2N=C1C (2-but-3-ynyl-3-methyl-quinoxaline). Yields the product FCC1=CC=CC(=N1)C#CCCC1=NC2=CC=CC=C2N=C1C (2-(4-(6-(fluoromethyl)pyridin-2-yl)but-3-ynyl)-3-methylquinoxaline). Isolated yield 16153.8%. As a reaction SMILES: Br[C:2]1[CH:7]=[CH:6][CH:5]=[C:4]([CH2:8][F:9])[N:3]=1.[CH2:10]([C:14]1[C:23]([CH3:24])=[N:22][C:21]2[C:16](=[CH:17][CH:18]=[CH:19][CH:20]=2)[N:15]=1)[CH2:11][C:12]#[CH:13]>>[F:9][CH2:8][C:4]1[N:3]=[C:2]([C:13]#[C:12][CH2:11][CH2:10][C:14]2[C:23]([CH3:24])=[N:22][C:21]3[C:16](=[CH:17][CH:18]=[CH:19][CH:20]=3)[N:15]=2)[CH:7]=[CH:6][CH:5]=1. Procedure: The title compound was prepared in accordance with the general method of Example 1, from 2-bromo-6-(fluoromethyl)-pyridine (24 mg, 0.13 mmol) and 2-but-3-ynyl-3-methyl-quinoxaline (25 mg, 0.13 mmol). Reaction time: 14 hours. The crude residue was purified by preparative chromatography plate (Et2O/pentane 7:3) to yield 6.4 mg (21 mmol, 13%) of 2-(4-(6-(fluoromethyl)pyridin-2-yl)but-3-ynyl)-3-methylquinoxaline as a yellow solid. Starting materials: Title compound 11A, NC1=CC=C(C=C1)N1N=CC=2C1=NC=NC2N (1-(4-amino-phenyl)-1H-pyrazolo[3,4-d]pyrimidin-4-ylamine), C(CCC)S(=O)(=O)Cl (1-butanesulphonylchloride), N1=CC=CC=C1 (pyridine), CN(C)C=O (DMF). The solvent is CO (Methanol). Run at time 42 hour. Yields the product NC1=C2C(=NC=N1)N(N=C2)C=2C=C(C=CC2)NS(=O)(=O)CCCC (Butane-1-sulfonic acid [3-(4-amino-pyrazolo[3,4-d]pyrimidin-1-yl)-phenyl]-amide). Yield: 44.4%. Reaction SMILES: N[C:2]1[CH:7]=[CH:6][C:5]([N:8]2[C:12]3=[N:13][CH:14]=[N:15][C:16]([NH2:17])=[C:11]3[CH:10]=[N:9]2)=[CH:4][CH:3]=1.[CH2:18]([S:22](Cl)(=[O:24])=[O:23])[CH2:19][CH2:20][CH3:21].[N:26]1C=CC=CC=1.CN(C=O)C>CO>[NH2:17][C:16]1[N:15]=[CH:14][N:13]=[C:12]2[N:8]([C:5]3[CH:4]=[C:3]([NH:26][S:22]([CH2:18][CH2:19][CH2:20][CH3:21])(=[O:24])=[O:23])[CH:2]=[CH:7][CH:6]=3)[N:9]=[CH:10][C:11]=12. Reported procedure: Title compound 11A, 1-(4-amino-phenyl)-1H-pyrazolo[3,4-d]pyrimidin-4-ylamine (40 mg, 1.0 eq, 0.18 mmol), 1-butanesulphonylchloride (23 μl, 1.0 eq, 0.18 mmol) and pyridine (14 μl, 1.0 eq, 0.18 mmol) were added to DMF (1 ml) and the mixture was stirred for 42 hours at room temperature under an inert atmosphere. Methanol was then added (1 ml) and the solvents were removed in vacuo. The resultant residue was absorbed onto silica and purified by column chromatography using DCM/MeOH (96:4) as eluent t... The reactants are ClC=1C=NN(C1)C1(CC1)C1=NC=2C(=NC(=CC2)N2C[C@@H](CCC2)C(=O)N2CCCC2)N1 ((R)-(1-(2-(1-(4-chloro-1H-pyrazol-1-yl)cyclopropyl)-3H-imidazo[4,5-b]pyridin-5-yl)piperidin-3-yl)(pyrrolidin-1-yl)methanone). Solvent: CC(=O)C (acetone). Reaction conditions: temperature 40 celsius, time 30 minute. Product: Cl.ClC=1C=NN(C1)C1(CC1)C1=NC=2C(=NC(=CC2)N2C[C@@H](CCC2)C(=O)N2CCCC2)N1 ((R)-(1-(2-(1-(4-Chloro-1H-pyrazol-1-yl)cyclopropyl)-3H-imidazo[4,5-b]pyridin-5-yl)piperidin-3-yl)(pyrrolidin-1-yl)methanone hydrochloride). As a reaction SMILES: [Cl:1][C:2]1[CH:3]=[N:4][N:5]([C:7]2([C:10]3[NH:31][C:13]4=[N:14][C:15]([N:18]5[CH2:23][CH2:22][CH2:21][C@@H:20]([C:24]([N:26]6[CH2:30][CH2:29][CH2:28][CH2:27]6)=[O:25])[CH2:19]5)=[CH:16][CH:17]=[C:12]4[N:11]=3)[CH2:9][CH2:8]2)[CH:6]=1>CC(C)=O>[ClH:1].[Cl:1][C:2]1[CH:3]=[N:4][N:5]([C:7]2([C:10]3[NH:31][C:13]4=[N:14][C:15]([N:18]5[CH2:23][CH2:22][CH2:21][C@@H:20]([C:24]([N:26]6[CH2:27][CH2:28][CH2:29][CH2:30]6)=[O:25])[CH2:19]5)=[CH:16][CH:17]=[C:12]4[N:11]=3)[CH2:9][CH2:8]2)[CH:6]=1 |f:2.3|. Procedure: (R)-(1-(2-(1-(4-Chloro-1H-pyrazol-1-yl)cyclopropyl)-3H-imidazo[4,5-b]pyridin-5-yl)piperidin-3-yl)(pyrrolidin-1-yl)methanone (140 mg, Example 109-A) was dissolved in 0.5 mL acetone at 22° C. A one molar equivalent of concentrated (36% in water) HCl was added, drop wise, to the rapidly stirred solution. The sample immediately turned cloudy. Sample was warmed to 40° C. and an additional acetone (0.5 mL) was added. After about 30 minutes, the sample was cooled (˜1° C./min) to 22° C. White, opaque so... Reagents/catalysts: [Fe] (iron). The yield is 66.6%. The reactants are C(C)(C)(C)C=1C=C(C(=C(C1)C(C#N)(C)C)OC)[N+](=O)[O-] (2-(5-tert-butyl-2-methoxy-3-nitrophenyl)-2-methylpropanenitrile), [Cl-].[NH4+] (ammonium chloride), O (water). As a reaction SMILES: [C:1]([C:5]1[CH:6]=[C:7]([N+:18]([O-])=O)[C:8]([O:16][CH3:17])=[C:9]([C:11]([CH3:15])([CH3:14])[C:12]#[N:13])[CH:10]=1)([CH3:4])([CH3:3])[CH3:2].[Cl-].[NH4+].O>C(O)C.[Fe]>[NH2:18][C:7]1[C:8]([O:16][CH3:17])=[C:9]([C:11]([CH3:15])([CH3:14])[C:12]#[N:13])[CH:10]=[C:5]([C:1]([CH3:4])([CH3:2])[CH3:3])[CH:6]=1 |f:1.2|. Yields the product NC=1C(=C(C=C(C1)C(C)(C)C)C(C#N)(C)C)OC (2-(3-amino-5-tert-butyl-2-methoxyphenyl)-2-methylpropanenitrile). The solvent is C(C)O (ethanol). Conditions: time 3 hour. Procedure: To a solution of 2-(5-tert-butyl-2-methoxy-3-nitrophenyl)-2-methylpropanenitrile (0.086 g, 0.311 mmol) in ethanol (3.1 mL), iron (0.087 g, 1.56 mmol), ammonium chloride (0.083 g, 1.56 mmol) and water (1.6 mL) were added, and the mixture was stirred for 3 hours under reflux. The reaction mixture was filtered and washed with ethanol. The obtained filtrate was evaporated under reduced pressure and the residue was dissolved in dichloromethane. After washing this solution with water and then saturate...